From a dataset of the Open Reaction Database (ORD), a public repository of structured organic reaction records. describe an organic reaction: reactants, conditions, products, and yield The reactants are BrC=1C=C2CCC(CC2=CC1)NCCCC ((6-bromo-1,2,3,4-tetrahydro-naphthalen-2-yl)-butyl-amine), N1[C@@H](CCC1)CN1CCCC1 ((S)-(+)-1-(2-pyrrolidinylmethyl)-pyrrolidine), BrC=1C=C2CCC(CC2=CC1)NCCCC ((6-bromo-1,2,3,4-tetrahydro-naphthalen-2-yl)-butyl-amine), BrC=1C=C2CCC(CC2=CC1)=O (6-bromo-2-tetralone), C(CCC)N (n-butylamine). Product: C(CCC)NC1CC=2C=CC(=CC2CC1)C(=O)N1C(CCC1)CN1CCCC1 ((6-Butylamino-5,6,7,8-tetrahydro-naphthalen-2-yl)-(2-pyrrolidin-1-ylmethyl-pyrrolidin-1-yl)-methanone). As a reaction SMILES: Br[C:2]1[CH:3]=[C:4]2[C:9](=[CH:10][CH:11]=1)[CH2:8][CH:7]([NH:12][CH2:13][CH2:14][CH2:15][CH3:16])[CH2:6][CH2:5]2.[NH:17]1[CH2:21][CH2:20][CH2:19][C@H:18]1[CH2:22][N:23]1[CH2:27][CH2:26][CH2:25][CH2:24]1.BrC1C=C2C(=CC=1)C[C:34](=[O:39])CC2.C(N)CCC>>[CH2:13]([NH:12][CH:7]1[CH2:6][CH2:5][C:4]2[CH:3]=[C:2]([C:34]([N:17]3[CH2:21][CH2:20][CH2:19][CH:18]3[CH2:22][N:23]3[CH2:27][CH2:26][CH2:25][CH2:24]3)=[O:39])[CH:11]=[CH:10][C:9]=2[CH2:8]1)[CH2:14][CH2:15][CH3:16]. Procedure: (6-Butylamino-5,6,7,8-tetrahydro-naphthalen-2-yl)-(2-pyrrolidin-1-ylmethyl-pyrrolidin-1-yl)-methanone is prepared from (6-bromo-1,2,3,4-tetrahydro-naphthalen-2-yl)-butyl-amine and (S)-(+)-1-(2-pyrrolidinylmethyl)-pyrrolidine in a manner substantially analogous to Procedure A. (See herein Example 1). Starting material, (6-bromo-1,2,3,4-tetrahydro-naphthalen-2-yl)-butyl-amine, was prepared from 6-bromo-2-tetralone and n-butylamine in a manner substantially analogous to Preparation 1. Mass spectrum... Procedure details: The procedure of Hall, et al.[Organic Syntheses Coll. Vol. 4, 1963, 333-335] was used. To thionyl chloride (22.92 mL, 03.14 mol) at 0° C. was added dropwise N-benzyl-N-methyl ethanolamine (50 g, 0.303 mol). The creamy, off-white material was stirred for 1 hour at 0° C. and then 1 hour at room temperature. Anhydrous ethanol (129 mL) was added to the material. The solution was refluxed for 20 minutes and then was concentrated to an off-white solid. The solid was triturated with Et2O to give the ti... The reactants are S(=O)(Cl)Cl (thionyl chloride), C(C1=CC=CC=C1)N(CCO)C (N-benzyl-N-methyl ethanolamine). Run at temperature 0 celsius, time 1 hour. As a reaction SMILES: S(Cl)([Cl:3])=O.[CH2:5]([N:12]([CH3:16])[CH2:13][CH2:14]O)[C:6]1[CH:11]=[CH:10][CH:9]=[CH:8][CH:7]=1>C(O)C>[ClH:3].[CH2:5]([N:12]([CH2:13][CH2:14][Cl:3])[CH3:16])[C:6]1[CH:11]=[CH:10][CH:9]=[CH:8][CH:7]=1 |f:3.4|. The product is Cl.C(C1=CC=CC=C1)N(C)CCCl (N-Benzyl-N-methyl-2-chloroethylamine Hydrochloride). The solvent is C(C)O (ethanol). Isolated yield 94.0%. The reactants are C1(=CC=CC=C1)CC(CN)O (3-Phenyl-2-hydroxypropylamine), C(C(C)C)=O (isobutyraldehyde). Yields the product C(C)(C)C1OC(CN1)CC1=CC=CC=C1 (2-isopropyl-5-benzyl-1,3-oxazolidine). Reaction SMILES: [C:1]1([CH2:7][CH:8]([OH:11])[CH2:9][NH2:10])[CH:6]=[CH:5][CH:4]=[CH:3][CH:2]=1.[CH:12](=O)[CH:13]([CH3:15])[CH3:14]>>[CH:13]([CH:15]1[NH:10][CH2:9][CH:8]([CH2:7][C:1]2[CH:6]=[CH:5][CH:4]=[CH:3][CH:2]=2)[O:11]1)([CH3:14])[CH3:12]. Procedure details: 3-Phenyl-2-hydroxypropylamine was reacted with isobutyraldehyde according to Method B4c, Step 1 to give 2-isopropyl-5-benzyl-1,3-oxazolidine. The oxazolidine was reduced according to Method B4c, Step 2 to give N-isobutyl-3-phenyl-2-hydroxypropylamine. The propanolamine was reacted with SOCl2 followed by 2,3-dichlorophenyl isothiocyanate according to Method C2f to afford 2-(2,3-dichlorophenylimino)-3-isobutyl-5-benzyl-1,3-thiazolidine HCl salt. Starting materials: CCOCC, CCC(C)O, COc1ccc(-c2nnc(Cl)c3ccccc23)cc1, Nc1ccc(O)cc1. Product: Cl, COc1ccc(-c2nnc(Nc3ccc(O)cc3)c3ccccc23)cc1. RXN SMILES: [CH3:33][CH2:34][O:35][CH2:36][CH3:37].[CH:28]([OH:29])([CH2:30][CH3:31])[CH3:32].[Cl:9][c:10]1[n:11][n:12][c:13](-[c:20]2[cH:21][cH:22][c:23]([O:26][CH3:27])[cH:24][cH:25]2)[c:14]2[cH:15][cH:16][cH:17][cH:18][c:19]12.[NH2:1][c:2]1[cH:3][cH:4][c:5]([OH:6])[cH:7][cH:8]1>>[ClH:9].[NH:1]([c:2]1[cH:3][cH:4][c:5]([OH:6])[cH:7][cH:8]1)[c:10]1[n:11][n:12][c:13](-[c:20]2[cH:21][cH:22][c:23]([O:26][CH3:27])[cH:24][cH:25]2)[c:14]2[cH:15][cH:16][cH:17][cH:18][c:19]12. The reactants are ClCCSC1=C(N)C=CC=C1 (2-(2-chloroethylthio)aniline), C([O-])([O-])=O.[K+].[K+] (potassium carbonate), [I-].[Na+] (sodium iodide). Run in C(C)(=O)OCC (ethyl acetate), CN(C)C=O (DMF). Conditions: temperature 90 celsius, time 8 hour. Yields the product S1C2=C(NCC1)C=CC=C2 (3,4-Dihydro-2H-benzo[b][1,4]thiazine). Isolated yield 98.5%. RXN SMILES: Cl[CH2:2][CH2:3][S:4][C:5]1[CH:11]=[CH:10][CH:9]=[CH:8][C:6]=1[NH2:7].C(=O)([O-])[O-].[K+].[K+].[I-].[Na+]>CN(C=O)C.C(OCC)(=O)C>[S:4]1[CH2:3][CH2:2][NH:7][C:6]2[CH:8]=[CH:9][CH:10]=[CH:11][C:5]1=2 |f:1.2.3,4.5|. Reported procedure: To a stirred solution of 2-(2-chloroethylthio)aniline (850 mg, 4.53 mmol) in DMF (10 mL) was added potassium carbonate (1878 mg, 13.59 mmol) followed by sodium iodide (67.9 mg, 0.453 mmol). The resulting mixture was heated to 90° C. and stirred overnight. The reaction mixture was then cooled to room temperature, diluted with ethyl acetate, and washed with water (3×) and brine. The organic phase was dried, filtered, concentrated, and then chromatographed in 9:1 hexanes:ethyl acetate, giving an or...